This data is from the Open Reaction Database (ORD), a public repository of structured organic reaction records. The task is: describe an organic reaction: reactants, conditions, products, and yield Starting materials: Cl, [K+], [K+], Cc1cc(CC(OC(=O)N2CCC(N3CCc4ccccc4NC3=O)CC2)C(=O)N2CCC(N3CCN(C(=O)OC(C)(C)C)CC3)CC2)cnc1N, O=C([O-])[O-], CN(C)C=O. Product: Cc1cc(CC(OC(=O)N2CCC(N3CCc4ccccc4NC3=O)CC2)C(=O)N2CCC(N3CCNCC3)CC2)cnc1N. As a reaction SMILES: [ClH:59].[K+:53].[K+:54].[NH2:1][c:2]1[c:3]([CH3:52])[cH:4][c:5]([CH2:8][CH:9]([C:10](=[O:11])[N:12]2[CH2:13][CH2:14][CH:15]([N:18]3[CH2:19][CH2:20][N:21]([C:24]([O:25][C:26]([CH3:27])([CH3:28])[CH3:29])=[O:30])[CH2:22][CH2:23]3)[CH2:16][CH2:17]2)[O:31][C:32](=[O:33])[N:34]2[CH2:35][CH2:36][CH:37]([N:40]3[C:41](=[O:51])[NH:42][c:43]4[c:44]([cH:47][cH:48][cH:49][cH:50]4)[CH2:45][CH2:46]3)[CH2:38][CH2:39]2)[cH:6][n:7]1.[O-:55][C:56]([O-:57])=[O:58].[O:60]=[CH:61][N:62]([CH3:63])[CH3:64]>>[NH2:1][c:2]1[c:3]([CH3:52])[cH:4][c:5]([CH2:8][CH:9]([C:10](=[O:11])[N:12]2[CH2:13][CH2:14][CH:15]([N:18]3[CH2:19][CH2:20][NH:21][CH2:22][CH2:23]3)[CH2:16][CH2:17]2)[O:31][C:32](=[O:33])[N:34]2[CH2:35][CH2:36][CH:37]([N:40]3[C:41](=[O:51])[NH:42][c:43]4[c:44]([cH:47][cH:48][cH:49][cH:50]4)[CH2:45][CH2:46]3)[CH2:38][CH2:39]2)[cH:6][n:7]1. Reported procedure: The procedures described in Example 1 were repeated except that 4-fluorobenzonitrile (1.00 g, 8.26 mmol ) and 2-(1-azabicyclo[3.3.0]octan-5-yl)ethylamine (3.15 g, 20.4 mmol) were employed. In this case, the desired compound was obtained as a colorless liquid (2.02 g, 99.1%). Reactants: FC1=CC=C(C#N)C=C1 (4-fluorobenzonitrile), N12CCCC2(CCC1)CCN (2-(1-azabicyclo[3.3.0]octan-5-yl)ethylamine). The yield is 99.1%. As a reaction SMILES: F[C:2]1[CH:9]=[CH:8][C:5]([C:6]#[N:7])=[CH:4][CH:3]=1.[N:10]12[CH2:17][CH2:16][CH2:15][C:14]1([CH2:18][CH2:19][NH2:20])[CH2:13][CH2:12][CH2:11]2>>[N:10]12[CH2:17][CH2:16][CH2:15][C:14]1([CH2:18][CH2:19][NH:20][C:2]1[CH:9]=[CH:8][C:5]([C:6]#[N:7])=[CH:4][CH:3]=1)[CH2:13][CH2:12][CH2:11]2. Product: N12CCCC2(CCC1)CCNC1=CC=C(C#N)C=C1 (4-[2-(1-Azabicyclo[3.3.0]octan-5-yl)ethylamino]-benzonitrile), liquid. The reactants are amino acids, N[C@@H](CO)C(=O)O (serine), amino acid, amino acids, N[C@@H](CC(=O)O)C(=O)O (aspartic acid), amino acid, amino acids, N[C@@H](CC(=O)O)C(=O)O (aspartic acid). Product: N[C@@H](CC(=O)O)C(=O)O (aspartic acid), N[C@@H](CO)C(=O)O (serine), N[C@H](C)C(=O)O (d-alanine). As a reaction SMILES: [NH2:1][C@H:2]([C:7]([OH:9])=[O:8])[CH2:3][C:4]([OH:6])=[O:5].[NH2:10][C@H:11]([C:14]([OH:16])=[O:15])[CH2:12][OH:13]>>[NH2:1][C@H:2]([C:7]([OH:9])=[O:8])[CH2:3][C:4]([OH:6])=[O:5].[NH2:10][C@H:11]([C:14]([OH:16])=[O:15])[CH2:12][OH:13].[NH2:1][C@@H:2]([C:7]([OH:9])=[O:8])[CH3:3]. Procedure: The copolymers in Table 3 were prepared from the thermal condensation of amino acids. For each copolymer in Table 3 (Examples 18-28), the amino acids were thermally condensed in the proportions of 80 moles of the first amino acid shown in Table 3, under "Scale Inhibitor" (i.e., aspartic acid) to 20 moles of the second amino acid shown in Table 3 to form a reaction product. In Example 27, the proportions of amino acids condensed were 80 moles of aspartic acid to 20 moles of serine; however, a rea... The reactants are ClC=1C=NN(C1C=1C=C(SC1CC)C(=O)N[C@H](CN1C(C2=CC=CC=C2C1=O)=O)CC1=C(C=CC=C1)C(F)(F)F)C (4-(4-chloro-1-methyl-1H-pyrazol-5-yl)-N-((1S)-2-(1,3-dioxo-1,3-dihydro-2H-isoindol-2-yl)-1-{[2-(trifluoromethyl)phenyl]methyl}ethyl)-5-ethyl-2-thiophenecarboxamide), NN (hydrazine). Solvent: O1CCCC1 (tetrahydrofuran), CO (methanol). Reaction conditions: time 12 hour. Product: NC[C@H](CC1=C(C=CC=C1)C(F)(F)F)NC(=O)C=1SC(=C(C1)C1=C(C=NN1C)Cl)CC (N-((1S)-2-amino-1-{[2-(trifluoromethyl)phenyl]methyl}ethyl)-4-(4-chloro-1-methyl-1H-pyrazol-5-yl)-5-ethyl-2-thiophenecarboxamide). Isolated yield 56.6%. RXN SMILES: [Cl:1][C:2]1[CH:3]=[N:4][N:5]([CH3:41])[C:6]=1[C:7]1[CH:8]=[C:9]([C:14]([NH:16][C@@H:17]([CH2:30][C:31]2[CH:36]=[CH:35][CH:34]=[CH:33][C:32]=2[C:37]([F:40])([F:39])[F:38])[CH2:18][N:19]2C(=O)C3C(=CC=CC=3)C2=O)=[O:15])[S:10][C:11]=1[CH2:12][CH3:13].NN>O1CCCC1.CO>[NH2:19][CH2:18][C@@H:17]([NH:16][C:14]([C:9]1[S:10][C:11]([CH2:12][CH3:13])=[C:7]([C:6]2[N:5]([CH3:41])[N:4]=[CH:3][C:2]=2[Cl:1])[CH:8]=1)=[O:15])[CH2:30][C:31]1[CH:36]=[CH:35][CH:34]=[CH:33][C:32]=1[C:37]([F:40])([F:39])[F:38]. Reported procedure: To a solution of 4-(4-chloro-1-methyl-1H-pyrazol-5-yl)-N-((1S)-2-(1,3-dioxo-1,3-dihydro-2H-isoindol-2-yl)-1-{[2-(trifluoromethyl)phenyl]methyl}ethyl)-5-ethyl-2-thiophenecarboxamide (316 mg, 0.53 mmol) in tetrahydrofuran (1.314 ml) and methanol (1.3 ml) at 25° C. was added hydrazine (0.16 ml, 5.26 mmol) dropwise. After 12 h, the solution was concentrated, purified via column chromatography (silica, 5% MeOH in DCM (1% NH4OH)) and converted to the HCl salt by adding excess 2M HCl in Et2O (2 ml) to ... Reactants: C(=O)=O.CC(=O)C (dry-ice acetone), C(CCC)[Li] (n-butyllithium), C(C)(C)NC(C)C (diisopropylamine), C(C)(C)(C)OC(C(C(C)=O)CCC1=CC=CC=C1)=O (t-butyl-2-(2-phenylethyl)-3-oxobutyrate), C=O (paraformaldehyde). Solvent: O1CCCC1 (tetrahydrofuran), C1CCOC1 (THF). Run at time 1 hour. Yields the product C(C)(C)[N-]C(C)C.[Li+] (lithium diisopropylamide), C(C)(C)(C)OC(C(CCC1=CC=CC=C1)=C)=O (t-Butyl-2-methylene-4-phenylbutyrate). Yield: 27.0%. As a reaction SMILES: C([Li:5])CCC.[CH:6]([NH:9][CH:10]([CH3:12])[CH3:11])([CH3:8])[CH3:7].C(=O)=O.CC(C)=O.[C:20]([O:24][C:25](=[O:38])[CH:26]([CH2:30][CH2:31][C:32]1[CH:37]=[CH:36][CH:35]=[CH:34][CH:33]=1)[C:27](=O)C)([CH3:23])([CH3:22])[CH3:21].C=O>O1CCCC1>[CH:6]([N-:9][CH:10]([CH3:12])[CH3:11])([CH3:8])[CH3:7].[Li+:5].[C:20]([O:24][C:25](=[O:38])[C:26](=[CH2:27])[CH2:30][CH2:31][C:32]1[CH:33]=[CH:34][CH:35]=[CH:36][CH:37]=1)([CH3:23])([CH3:22])[CH3:21] |f:2.3,7.8|. Reported procedure: A solution of lithium diisopropylamide in tetrahydrofuran was prepared by addition of n-butyllithium (4.2 ml, 11 mmol) to a solution of diisopropylamine (1.1 g, 11 mmol) in anhydrous THF (22 ml) cooled to -78° (dry-ice acetone bath). After additon of t-butyl-2-(2-phenylethyl)-3-oxobutyrate (2.62 g, 10 mmol), the mixture was stirred for 10 minutes, then dry paraformaldehyde (1.4 g) was added all at once. The mixture was allowed to warm to room temperature, stirred for one hour at this temperature... The reactants are COC=1C=C(C(=O)N2CC(CC2)(CCOS(=O)(=O)C)C=2C=NC=CC2)C=C(C1OC)OC (1-(3,4,5-trimethoxybenzoyl)-3-(pyrid-3-yl)-3-(2-methanesulfonyloxyethyl)pyrrolidine), C(C)OCCN1C(=NC2=C1C=CC=C2)N2CCNCCC2 (4-(1-(2-ethoxyethyl)-1H-benzimidazol-2-yl)[1,4]diazepane), C(C)(C)N(C(C)C)CC (N,N-diisopropylethylamine), CO.C(C)(=O)OCC (methanol ethyl acetate). The product is COC=1C=C(C(=O)N2CC(CC2)(C=2C=NC=CC2)CCN2CCN(CCC2)C2=NC3=C(N2CCOCC)C=CC=C3)C=C(C1OC)OC (1-(3,4,5-Trimethoxybenzoyl)-3-(2-(4-(1-(2-ethoxyethyl)-1H-benzimidazol-2-yl)[1,4]diazepan-1-yl)ethyl)-3-(pyrid-3-yl)pyrrolidine). Procedure details: Combine 1-(3,4,5-trimethoxybenzoyl)-3-(pyrid-3-yl)-3-(2-methanesulfonyloxyethyl)pyrrolidine (0.54 g, 1.16 mmol), 4-(1-(2-ethoxyethyl)-1H-benzimidazol-2-yl)[1,4]diazepane (0.95 g, 1.74 mmol), and N,N-diisopropylethylamine (0.81 mL, 4.64 mmol) in acetonitrile (16 mL). Heat to reflux. After 24 hour, evaporate in vacuo, dilute with dichloromethane, and extract with brine. Dry the organic layer over Na2SO4, filter, and evaporate in vacuo to give a residue. Chromatograph the residue on silica gel elut... Reaction SMILES: [CH3:1][O:2][C:3]1[CH:4]=[C:5]([CH:26]=[C:27]([O:31][CH3:32])[C:28]=1[O:29][CH3:30])[C:6]([N:8]1[CH2:12][CH2:11][C:10]([C:20]2[CH:21]=[N:22][CH:23]=[CH:24][CH:25]=2)([CH2:13][CH2:14]OS(C)(=O)=O)[CH2:9]1)=[O:7].[CH2:33]([O:35][CH2:36][CH2:37][N:38]1[C:42]2[CH:43]=[CH:44][CH:45]=[CH:46][C:41]=2[N:40]=[C:39]1[N:47]1[CH2:53][CH2:52][CH2:51][NH:50][CH2:49][CH2:48]1)[CH3:34].C(N(CC)C(C)C)(C)C.CO.C(OCC)(=O)C>C(#N)C>[CH3:32][O:31][C:27]1[CH:26]=[C:5]([CH:4]=[C:3]([O:2][CH3:1])[C:28]=1[O:29][CH3:30])[C:6]([N:8]1[CH2:12][CH2:11][C:10]([CH2:13][CH2:14][N:50]2[CH2:51][CH2:52][CH2:53][N:47]([C:39]3[N:38]([CH2:37][CH2:36][O:35][CH2:33][CH3:34])[C:42]4[CH:43]=[CH:44][CH:45]=[CH:46][C:41]=4[N:40]=3)[CH2:48][CH2:49]2)([C:20]2[CH:21]=[N:22][CH:23]=[CH:24][CH:25]=2)[CH2:9]1)=[O:7] |f:3.4|. Conditions: time 24 hour. Run in C(C)#N (acetonitrile). Reactants: COC(C1=CC(=CC=C1)C=1C=NC(=C(C1)C=1SC2=C(N1)C=CC=C2)N)=O (3-(6-amino-5-benzothiazol-2-ylpyridin-3-yl)-benzoic acid methyl ester), C(=O)([O-])[O-].[K+].[K+] (K2CO3). Run in O1CCOCC1.O (dioxane H2O). Run at temperature 50 celsius. Product: NC1=C(C=C(C=N1)C=1C=C(C(=O)O)C=CC1)C=1SC2=C(N1)C=CC=C2 (3-(6-Amino-5-benzothiazol-2-ylpyridin-3-yl)-benzoic acid). RXN SMILES: C[O:2][C:3](=[O:26])[C:4]1[CH:9]=[CH:8][CH:7]=[C:6]([C:10]2[CH:11]=[N:12][C:13]([NH2:25])=[C:14]([C:16]3[S:17][C:18]4[CH:24]=[CH:23][CH:22]=[CH:21][C:19]=4[N:20]=3)[CH:15]=2)[CH:5]=1.C([O-])([O-])=O.[K+].[K+]>O1CCOCC1.O>[NH2:25][C:13]1[N:12]=[CH:11][C:10]([C:6]2[CH:5]=[C:4]([CH:9]=[CH:8][CH:7]=2)[C:3]([OH:26])=[O:2])=[CH:15][C:14]=1[C:16]1[S:17][C:18]2[CH:24]=[CH:23][CH:22]=[CH:21][C:19]=2[N:20]=1 |f:1.2.3,4.5|. Reported procedure: To a solution of 3-(6-amino-5-benzothiazol-2-ylpyridin-3-yl)-benzoic acid methyl ester (0.980 g, 2.7 mmol) in dioxane/H2O (5:1, 30 mL) was added K2CO3 (1.5 g, 11 mmol), and the mixture was heated at 50° C. for 16 h. Evaporation of the solvents and neutralization with acetic acid gave a precipitate that was filtered off and dried in vacuo to give the title compound. 1H NMR (DMSO-d6, 300 MHz): δ=7.51-7.66 (m, 3H), 7.95-8.00 (m, 2H), 8.14-8.18 (m, 4H), 8.24 (d, J=8.4 Hz, 2H), 8.29 (d, J=1.8 Hz, 1H)...